Task: describe an organic reaction: reactants, conditions, products, and yield. Dataset: the Open Reaction Database (ORD), a public repository of structured organic reaction records Starting materials: CCO, Cc1ccnc(O)c1[N+](=O)[O-]. The product is Cc1ccnc(O)c1N. Reaction SMILES: [CH3:12][CH2:13][OH:14].[OH:1][c:2]1[n:3][cH:4][cH:5][c:6]([CH3:11])[c:7]1[N+:8]([O-:9])=[O:10]>>[OH:1][c:2]1[n:3][cH:4][cH:5][c:6]([CH3:11])[c:7]1[NH2:8]. Starting materials: CSCCC(N)C(=O)OC(C)(C)C, ClCCCl, CN(C)c1ccncc1, Cl, Cn1cncc1CCOC(c1ccc(F)cc1)c1ccc(C(=O)O)c(-c2ccc(F)cc2)n1, CN(C)C=O, On1nnc2ccccc21, O=C(O)CC(O)(CC(=O)O)C(=O)O. Product: CSCCC(NC(=O)c1ccc(C(OCCc2cncn2C)c2ccc(F)cc2)nc1-c1ccc(F)cc1)C(=O)OC(C)(C)C. RXN SMILES: [C:34]([CH3:35])([CH3:36])([CH3:37])[O:38][C:39]([CH:40]([NH2:41])[CH2:42][CH2:43][S:44][CH3:45])=[O:46].[CH2:48]([Cl:49])[CH2:50][Cl:51].[CH3:67][N:68]([c:69]1[cH:70][cH:71][n:72][cH:73][cH:74]1)[CH3:75].[ClH:47].[F:1][c:2]1[cH:3][cH:4][c:5](-[c:8]2[n:9][c:10]([CH:17]([c:18]3[cH:19][cH:20][c:21]([F:24])[cH:22][cH:23]3)[O:25][CH2:26][CH2:27][c:28]3[cH:29][n:30][cH:31][n:32]3[CH3:33])[cH:11][cH:12][c:13]2[C:14](=[O:15])[OH:16])[cH:6][cH:7]1.[O:62]=[CH:63][N:64]([CH3:65])[CH3:66].[OH:52][n:53]1[c:54]2[c:55]([cH:56][cH:57][cH:58][cH:59]2)[n:60][n:61]1.[OH:76][C:77]([CH2:78][C:79]([C:80](=[O:81])[OH:82])([CH2:83][C:84](=[O:85])[OH:86])[OH:87])=[O:88]>>[F:1][c:2]1[cH:3][cH:4][c:5](-[c:8]2[n:9][c:10]([CH:17]([c:18]3[cH:19][cH:20][c:21]([F:24])[cH:22][cH:23]3)[O:25][CH2:26][CH2:27][c:28]3[cH:29][n:30][cH:31][n:32]3[CH3:33])[cH:11][cH:12][c:13]2[C:14](=[O:16])[NH:41][CH:40]([C:39]([O:38][C:34]([CH3:35])([CH3:36])[CH3:37])=[O:46])[CH2:42][CH2:43][S:44][CH3:45])[cH:6][cH:7]1. Starting materials: O1CCC(CC1)=O (dihydro-2H-pyran-4(3H)-one), [Na] (Sodium), [Na] (sodium), ClC1=CC=C(C=C1)CC#N (2-(4-Chlorophenyl)acetonitrile). The solvent is CCO (EtOH). Run at time 20 minute. Product: ClC1=CC=C(C=C1)C(C#N)=C1CCOCC1 (2-(4-chlorophenyl)-2-(dihydro-2H-pyran-4(3H)-ylidene)acetonitrile). Yield: 38.9%. Reaction SMILES: [Na].[Cl:2][C:3]1[CH:8]=[CH:7][C:6]([CH2:9][C:10]#[N:11])=[CH:5][CH:4]=1.[O:12]1[CH2:17][CH2:16][C:15](=O)[CH2:14][CH2:13]1>CCO>[Cl:2][C:3]1[CH:8]=[CH:7][C:6]([C:9](=[C:15]2[CH2:16][CH2:17][O:12][CH2:13][CH2:14]2)[C:10]#[N:11])=[CH:5][CH:4]=1 |^1:0|. Reported procedure: Sodium (152 mg, 6.6 mmol) was added into EtOH (10 ml) and stirred at room temperature for 20 minutes. 2-(4-Chlorophenyl)acetonitrile (500 mg, 3.3 mmol) was added to the solution, after all the sodium had dissolved, and the reaction was stirred at room temperature for 0.5 h. To the resulting mixture was added dihydro-2H-pyran-4(3H)-one (330 mg, 3.3 mmol) and stifled at room temperature for 1.5 h. The solvent was removed. To the residue was added water and extracted with EtOAc (3×20 mL). The combi... Reactants: O1N=CC=C1C(=O)O (isoxazole-5-carboxylic acid), NC1=CC2=C(C=N1)C(C(N2C2CC2)=O)(C)C (6-amino-1-cyclopropyl-3,3-dimethyl-1H-pyrrolo[3,2-c]pyridin-2(3H)-one). The product is C1(CC1)N1C(C(C=2C=NC(=CC21)NC(=O)C2=CC=NO2)(C)C)=O (N-(1-Cyclopropyl-3,3-dimethyl-2-oxo-2,3-dihydro-1H-pyrrolo[3,2-c]pyridin-6-yl)isoxazole-5-carboxamide). Reaction SMILES: [O:1]1[C:5]([C:6]([OH:8])=O)=[CH:4][CH:3]=[N:2]1.[NH2:9][C:10]1[N:15]=[CH:14][C:13]2[C:16]([CH3:24])([CH3:23])[C:17](=[O:22])[N:18]([CH:19]3[CH2:21][CH2:20]3)[C:12]=2[CH:11]=1>>[CH:19]1([N:18]2[C:12]3[CH:11]=[C:10]([NH:9][C:6]([C:5]4[O:1][N:2]=[CH:3][CH:4]=4)=[O:8])[N:15]=[CH:14][C:13]=3[C:16]([CH3:23])([CH3:24])[C:17]2=[O:22])[CH2:21][CH2:20]1. Procedure details: Prepared in analogy to example 26 from isoxazole-5-carboxylic acid and 6-amino-1-cyclopropyl-3,3-dimethyl-1H-pyrrolo[3,2-c]pyridin-2(3H)-one (example 79c). The title compound was obtained as light yellow solid. Reactants: Peroxide, C(C(C)[*:2])[*:1] (polypropylene), C(C(=C)C)(=O)O (methacrylic acid). Run in O (water). Conditions: temperature 95 celsius, time 1 hour. Yields the product C=CC (propylene), C(C(=C)C)(=O)O (methacrylic acid). RXN SMILES: [C:1]([OH:6])(=[O:5])[C:2]([CH3:4])=[CH2:3]>O>[CH2:1]=[CH:2][CH3:3].[C:1]([OH:6])(=[O:5])[C:2]([CH3:4])=[CH2:3]. Procedure details: A modified resinous polymer of propylene containing approximately 10% by weight methacrylic acid was prepared as follows: 0.5 grams of Lupersol 256 Peroxide (peroxyhexanoic acid manufactured by Wallace & Tiernan Inc., Lucidol Division) was added to a reactor containing 200 grams of substantially crystalline homopolymeric polypropylene powder, 25 grams of methacrylic acid and 600 grams of water. The mixture was then heated at just below reflux temperature, about 95° C., for one hour. The product ... Reactants: ClC1=NC=2N(C(N(C)C(C2N1)=O)=O)C (8-Chlorotheophylline), CCOC(=O)C (EtOAc), O (water), BrC1=C(CBr)C=CC=C1 (2-bromobenzyl bromide). The solvent is CN(C)C=O (DMF), CCN(C(C)C)C(C)C (DIEA). Conditions: temperature 65 celsius, time 2 hour. Yields the product BrC1=C(CN2C(=NC=3N(C(N(C(C23)=O)C)=O)C)Cl)C=CC=C1 (7-(2-Bromobenzyl)-8-chloro-1,3-dimethyl-3,7-dihydropurine-2,6-dione). As a reaction SMILES: [Cl:1][C:2]1[NH:11][C:10]2[C:9](=[O:12])[N:7]([CH3:8])[C:6](=[O:13])[N:5]([CH3:14])[C:4]=2[N:3]=1.[Br:15][C:16]1[CH:23]=[CH:22][CH:21]=[CH:20][C:17]=1[CH2:18]Br.CCOC(C)=O.O>CN(C=O)C.CCN(C(C)C)C(C)C>[Br:15][C:16]1[CH:23]=[CH:22][CH:21]=[CH:20][C:17]=1[CH2:18][N:11]1[C:10]2[C:9](=[O:12])[N:7]([CH3:8])[C:6](=[O:13])[N:5]([CH3:14])[C:4]=2[N:3]=[C:2]1[Cl:1]. Procedure: 8-Chlorotheophylline (10 g, 46.6 mmol) was dissolved in 250 ml of DMF and 8 ml of DIEA, and 2-bromobenzyl bromide (12.2 g, 48.9 mmol) was added. The mixture was stirred at 65° C. for 2 hours. The reaction mixture was added 20 ml of EtOAc and 250 ml of cold water. The white precipitate was collected by filtration to afford compound (10A) as white crystals. Reactants: [BH3-]C#N, O=C([O-])O, COC(=O)C1CCCCC1N, CO, CC(=O)O, O=Cc1ccc(F)cc1, [Na+], [Na+]. The product is COC(=O)C1CCCCC1NCc1ccc(F)cc1. RXN SMILES: [C:21]([BH3-:22])#[N:23].[C:25](=[O:26])([OH:27])[O-:28].[CH3:1][O:2][C:3](=[O:4])[CH:5]1[CH:6]([NH2:11])[CH2:7][CH2:8][CH2:9][CH2:10]1.[CH3:30][OH:31].[CH3:32][C:33](=[O:34])[OH:35].[F:12][c:13]1[cH:14][cH:15][c:16]([CH:17]=[O:18])[cH:19][cH:20]1.[Na+:24].[Na+:29]>>[CH3:1][O:2][C:3](=[O:4])[CH:5]1[CH:6]([NH:11][CH2:17][c:16]2[cH:15][cH:14][c:13]([F:12])[cH:20][cH:19]2)[CH2:7][CH2:8][CH2:9][CH2:10]1. Starting materials: ClC=1C=C(C=CC1Cl)S(=O)(=O)Cl (3,4-dichlorobenzene sulfonyl chloride), C(C)(C)N(CC)C(C)C (diisopropylethylamine), ClC=1C(=NC=CC1)N1CC(NC(C1)C)C (1-(3-chloropyridin-2-yl)-3,5-dimethylpiperazine). Run in ClCCl (dichloromethane). Conditions: time 8 hour. Yields the product ClC=1C(=NC=CC1)N1CC(N(C(C1)C)S(=O)(=O)C1=CC(=C(C=C1)Cl)Cl)C (4-(3-chloropyridin-2-yl)-1-[(3,4-dichlorophenyl)sulfonyl]-2,6-dimethylpiperazin). Yield: 13.0%. As a reaction SMILES: [Cl:1][C:2]1[C:3]([N:8]2[CH2:13][CH:12]([CH3:14])[NH:11][CH:10]([CH3:15])[CH2:9]2)=[N:4][CH:5]=[CH:6][CH:7]=1.[Cl:16][C:17]1[CH:18]=[C:19]([S:24](Cl)(=[O:26])=[O:25])[CH:20]=[CH:21][C:22]=1[Cl:23].C(N(C(C)C)CC)(C)C>ClCCl>[Cl:1][C:2]1[C:3]([N:8]2[CH2:13][CH:12]([CH3:14])[N:11]([S:24]([C:19]3[CH:20]=[CH:21][C:22]([Cl:23])=[C:17]([Cl:16])[CH:18]=3)(=[O:26])=[O:25])[CH:10]([CH3:15])[CH2:9]2)=[N:4][CH:5]=[CH:6][CH:7]=1. Procedure: 1-(3-chloropyridin-2-yl)-3,5-dimethylpiperazine (370 mg, 1.644 mmol) was dissolved in anhydrous dichloromethane (6 mL) added with 3,4-dichlorobenzene sulfonyl chloride (509 mg, 1.97 mmol) and diisopropylethylamine (0.72 mL, 4.11 mmol). The reaction mixture thus prepared was stirred overnight at room temperature. The reaction was complete as determined by TLC. It was purified via flush column chromatography to afford 4-(3-chloropyridin-2-yl)-1-[(3,4-dichlorophenyl)sulfonyl]-2,6-dimethylpiperazin ...